From a dataset of the Open Reaction Database (ORD), a public repository of structured organic reaction records. describe an organic reaction: reactants, conditions, products, and yield Starting materials: FC(C1=NN(C(=C1)C(F)F)CC(=O)N1CCC(CC1)C=1SC=C(N1)C1=NOC(C1)C1=C(C=CC=C1)[N+](=O)[O-])F (2-[3,5-bis(difluoromethyl)-1H-pyrazol-1-yl]-1-(4-{4-[5-(2-nitrophenyl)-4,5-dihydro-1,2-oxazol-3-yl]-1,3-thiazol-2-yl}piperidin-1-yl)ethanone). Reagents/catalysts: [Pd] (Pd/C). The solvent is CO (methanol). Conditions: time 3 hour. The product is NC1=C(C=CC=C1)C1CC(=NO1)C=1N=C(SC1)C1CCN(CC1)C(CN1N=C(C=C1C(F)F)C(F)F)=O (1-(4-{4-[5-(2-aminophenyl)-4,5-dihydro-1,2-oxazol-3-yl]-1,3-thiazol-2-yl}piperidin-1-yl)-2-[3,5-bis(difluoromethyl)-1H-pyrazol-1-yl]ethanone). Yield: 33.0%. Reaction SMILES: [F:1][CH:2]([F:39])[C:3]1[CH:7]=[C:6]([CH:8]([F:10])[F:9])[N:5]([CH2:11][C:12]([N:14]2[CH2:19][CH2:18][CH:17]([C:20]3[S:21][CH:22]=[C:23]([C:25]4[CH2:29][CH:28]([C:30]5[CH:35]=[CH:34][CH:33]=[CH:32][C:31]=5[N+:36]([O-])=O)[O:27][N:26]=4)[N:24]=3)[CH2:16][CH2:15]2)=[O:13])[N:4]=1>CO.[Pd]>[NH2:36][C:31]1[CH:32]=[CH:33][CH:34]=[CH:35][C:30]=1[CH:28]1[O:27][N:26]=[C:25]([C:23]2[N:24]=[C:20]([CH:17]3[CH2:16][CH2:15][N:14]([C:12](=[O:13])[CH2:11][N:5]4[C:6]([CH:8]([F:10])[F:9])=[CH:7][C:3]([CH:2]([F:39])[F:1])=[N:4]4)[CH2:19][CH2:18]3)[S:21][CH:22]=2)[CH2:29]1. Procedure details: To a solution of 2-[3,5-bis(difluoromethyl)-1H-pyrazol-1-yl]-1-(4-{4-[5-(2-nitrophenyl)-4,5-dihydro-1,2-oxazol-3-yl]-1,3-thiazol-2-yl}piperidin-1-yl)ethanone (80 mg) in methanol (10 ml) is added, at room temperature, Pd/C (20 mg, 10%). The reaction mixture is stirred under a hydrogen atmosphere at room temperature for 3 hours, then volatile constituents are removed under reduced pressure. Purification by column chromatography gives 1-(4-{4-[5-(2-aminophenyl)-4,5-dihydro-1,2-oxazol-3-yl]-1,3-thia... Starting materials: C(CC)OCCOC1=C(COC=2C=CC3=C(C=C(CCS3(=O)=O)C(=O)OC)C2)C=CC=C1 (methyl 7-[[2-(2-propoxyethoxy)benzyl]oxy]-1,1-dioxo-2,3-dihydro-1-benzothiepine-4-carboxylate), C([O-])([O-])=O.[K+].[K+] (potassium carbonate). Run in C1CCOC1.CO (THF methanol). Conditions: temperature 60 celsius, time 24 hour. Yields the product C(CC)OCCOC1=C(COC=2C=CC3=C(C=C(CCS3(=O)=O)C(=O)O)C2)C=CC=C1 (7-[[2-(2-propoxyethoxy)benzyl]oxy]-1,1-dioxo-2,3-dihydro-1-benzothiepine-4-carboxylic acid). Reaction SMILES: [CH2:1]([O:4][CH2:5][CH2:6][O:7][C:8]1[CH:32]=[CH:31][CH:30]=[CH:29][C:9]=1[CH2:10][O:11][C:12]1[CH:13]=[CH:14][C:15]2[S:21](=[O:23])(=[O:22])[CH2:20][CH2:19][C:18]([C:24]([O:26]C)=[O:25])=[CH:17][C:16]=2[CH:28]=1)[CH2:2][CH3:3].C(=O)([O-])[O-].[K+].[K+]>C1COCC1.CO>[CH2:1]([O:4][CH2:5][CH2:6][O:7][C:8]1[CH:32]=[CH:31][CH:30]=[CH:29][C:9]=1[CH2:10][O:11][C:12]1[CH:13]=[CH:14][C:15]2[S:21](=[O:23])(=[O:22])[CH2:20][CH2:19][C:18]([C:24]([OH:26])=[O:25])=[CH:17][C:16]=2[CH:28]=1)[CH2:2][CH3:3] |f:1.2.3,4.5|. Procedure details: Into a solution of crude methyl 7-[[2-(2-propoxyethoxy)benzyl]oxy]-1,1-dioxo-2,3-dihydro-1-benzothiepine-4-carboxylate in THF-methanol (10-5 ml) was added at room temperature an aqueous solution (2.1 ml) of potassium carbonate (622 mg), and the resulting mixture was stirred at 60° C. for 24 hours. After cooling to room temperature, the reaction mixture was extracted with ethyl acetate. To the aqueous layer was added 1 N hydrochloric acid (10 ml), and the resulting mixture was extracted with ethy... Reactants: ClC1=C(C(=NC=C1)C)OC (4-chloro-3-methoxy-2-methyl-pyridine), FC(CO)(C(F)(F)F)F (2,2,3,3,3-pentafluoropropanol), CC(C)([O-])C.[K+] (potassium tert-butoxide). Solvent: C(C)(=O)OCC (ethyl acetate). Yields the product COC=1C(=NC=CC1OCC(C(F)(F)F)(F)F)C (3-methoxy-2-methyl-4-(2,2,3,3,3-pentafluoropropoxy)pyridine), starting material. As a reaction SMILES: [F:1][C:2]([F:9])([C:5]([F:8])([F:7])[F:6])[CH2:3][OH:4].CC(C)([O-])C.[K+].Cl[C:17]1[CH:22]=[CH:21][N:20]=[C:19]([CH3:23])[C:18]=1[O:24][CH3:25]>C(OCC)(=O)C>[CH3:25][O:24][C:18]1[C:19]([CH3:23])=[N:20][CH:21]=[CH:22][C:17]=1[O:4][CH2:3][C:2]([F:9])([F:1])[C:5]([F:8])([F:7])[F:6] |f:1.2|. Procedure: To 2,2,3,3,3-pentafluoropropanol (21 ml) were added in small portions, potassium tert-butoxide (23.6 g) and then 4-chloro-3-methoxy-2-methyl-pyridine (7.5 g). After being refluxed for 40 hours, the reaction mixture was cooled, to which ethyl acetate was added and the insoluble substance was filtered off. The filtrate was concentrated and purified by column chromatography, to give 3-methoxy-2-methyl-4-(2,2,3,3,3-pentafluoropropoxy)pyridine (1.7 g) as a light yellow oil while 4.1 g of the starting... Reactants: C1(=CC=C(C=C1)S(=O)(=O)O)C (p-toluenesulfonic acid), C1(=CCCCC1)C1=CC(=CN1S(=O)(=O)C1=CC(=CC=C1)OC1OCCCC1)CN(C(OC(C)(C)C)=O)C (tert-butyl ((5-(cyclohex-1-en-1-yl)-1-((3-((tetrahydro-2H-pyran-2-yl)oxy)phenyl)sulfonyl)-1H-pyrrol-3-yl)methyl)(methyl)carbamate), [Cl-].[NH4+] (ammonium chloride). The solvent is ClCCl (dichloromethane). Run at time 3 hour. Yields the product C1(=CCCCC1)C1=CC(=CN1S(=O)(=O)C1=CC(=CC=C1)O)CN(C(OC(C)(C)C)=O)C (tert-butyl ((5-(cyclohex-1-en-1-yl)-1-((3-hydroxyphenyl)sulfonyl)-1H-pyrrol-3-yl)methyl)(methyl)carbamate). RXN SMILES: [C:1]1([C:7]2[N:11]([S:12]([C:15]3[CH:20]=[CH:19][CH:18]=[C:17]([O:21]C4CCCCO4)[CH:16]=3)(=[O:14])=[O:13])[CH:10]=[C:9]([CH2:28][N:29]([CH3:37])[C:30](=[O:36])[O:31][C:32]([CH3:35])([CH3:34])[CH3:33])[CH:8]=2)[CH2:6][CH2:5][CH2:4][CH2:3][CH:2]=1.C1(C)C=CC(S(O)(=O)=O)=CC=1.[Cl-].[NH4+]>ClCCl>[C:1]1([C:7]2[N:11]([S:12]([C:15]3[CH:20]=[CH:19][CH:18]=[C:17]([OH:21])[CH:16]=3)(=[O:13])=[O:14])[CH:10]=[C:9]([CH2:28][N:29]([CH3:37])[C:30](=[O:36])[O:31][C:32]([CH3:33])([CH3:34])[CH3:35])[CH:8]=2)[CH2:6][CH2:5][CH2:4][CH2:3][CH:2]=1 |f:2.3|. Procedure: tert-Butyl ((5-(cyclohex-1-en-1-yl)-1-((3-((tetrahydro-2H-pyran-2-yl)oxy)phenyl)sulfonyl)-1H-pyrrol-3-yl)methyl)(methyl)carbamate 7c (600 mg, 1.1 mmol) was dissolved in 50 mL of dichloromethane, followed by addition of p-toluenesulfonic acid (195 mg, 1.1 mmol), and then the reaction solution was stirred for 3 h. 50 mL of saturated ammonium chloride solution were added, the reaction solution was separated, and the water phase was extracted with dichloromethane (50 mL×3). The organic phases were c... As a reaction SMILES: [CH2:13]([CH2:14][CH3:15])[I:16].[N+:1](=[O:2])([O-:3])[c:4]1[cH:5][c:6]2[cH:7][cH:8][nH:9][c:10]2[cH:11][cH:12]1>>[N+:1](=[O:2])([O-:3])[c:4]1[cH:5][c:6]2[cH:7][cH:8][n:9]([CH2:13][CH2:14][CH3:15])[c:10]2[cH:11][cH:12]1. Starting materials: CCCI, O=[N+]([O-])c1ccc2[nH]ccc2c1. The product is CCCn1ccc2cc([N+](=O)[O-])ccc21.